Task: describe an organic reaction: reactants, conditions, products, and yield. Dataset: the Open Reaction Database (ORD), a public repository of structured organic reaction records Starting materials: CC1(C(=O)O)N=C(c2ccccc2)N(Cc2ccccc2)C1c1ccccc1, ClCCl, CCN=C=NCCCN(C)C, CN(C)c1ccncc1, Cl, OCc1ccccc1. Product: CC1(C(=O)OCc2ccccc2)N=C(c2ccccc2)N(Cc2ccccc2)C1c1ccccc1. Reaction SMILES: [CH2:1]([c:2]1[cH:3][cH:4][cH:5][cH:6][cH:7]1)[N:8]1[C:9]([c:23]2[cH:24][cH:25][cH:26][cH:27][cH:28]2)=[N:10][C:11]([C:19](=[O:20])[OH:21])([CH3:22])[CH:12]1[c:13]1[cH:14][cH:15][cH:16][cH:17][cH:18]1.[CH2:49]([Cl:50])[Cl:51].[CH3:29][CH2:30][N:31]=[C:32]=[N:33][CH2:34][CH2:35][CH2:36][N:37]([CH3:38])[CH3:39].[CH3:52][N:53]([c:54]1[cH:55][cH:56][n:57][cH:58][cH:59]1)[CH3:60].[ClH:40].[OH:41][CH2:42][c:43]1[cH:44][cH:45][cH:46][cH:47][cH:48]1>>[CH2:1]([c:2]1[cH:3][cH:4][cH:5][cH:6][cH:7]1)[N:8]1[C:9]([c:23]2[cH:24][cH:25][cH:26][cH:27][cH:28]2)=[N:10][C:11]([C:19]([O:20][CH2:42][c:43]2[cH:44][cH:45][cH:46][cH:47][cH:48]2)=[O:21])([CH3:22])[CH:12]1[c:13]1[cH:14][cH:15][cH:16][cH:17][cH:18]1.